From a dataset of the Open Reaction Database (ORD), a public repository of structured organic reaction records. describe an organic reaction: reactants, conditions, products, and yield Starting materials: [OH-].[Na+] (NaOH), [Mn](=O)(=O)(=O)[O-].[K+] (potassium permanganate), C12(CC3CC(CC(C1)C3)C2)C(C(=O)O)=O (adamantaneglyoxylic acid). Solvent: O (water), O (water). Reaction conditions: temperature 55 celsius, time 9 hour. Product: OC12CC3(CC(CC(C1)C3)C2)C(C(=O)O)=O (3-hydroxyadamantaneglyoxylic acid). RXN SMILES: [OH-].[Na+].[C:3]12([C:13](=[O:17])[C:14]([OH:16])=[O:15])[CH2:12][CH:7]3[CH2:8][CH:9]([CH2:11][CH:5]([CH2:6]3)[CH2:4]1)[CH2:10]2.[Mn]([O-])(=O)(=O)=[O:19].[K+]>O>[OH:19][C:9]12[CH2:11][CH:5]3[CH2:6][CH:7]([CH2:12][C:3]([C:13](=[O:17])[C:14]([OH:16])=[O:15])([CH2:4]3)[CH2:10]1)[CH2:8]2 |f:0.1,3.4|. Procedure details: 2.8 mL of NaOH 30% solution in water was diluted with 30 mL of water. The solution was heated to 55° C. and 3.0 g of adamantaneglyoxylic acid was dissolved therein. Then 3.3 g of potassium permanganate was added gradually during 2 h and stirring of obtained the obtained mixture was continued for 9 h at 55–60° C. The mixture was allowed to stay at room temperature for overnight. Then manganese dioxide precipitate was filtered out and the filtrate work-up procedure consisting of acidification, ext...